From a dataset of the Open Reaction Database (ORD), a public repository of structured organic reaction records. describe an organic reaction: reactants, conditions, products, and yield Starting materials: N1=C(NC(C2=NC=3C=CC=CC3N=C21)=O)C(=O)O (pyrimido[5,6-b]quinoxaline-4(3H)-one-2-carboxylic acid), C(C)OC(=O)C1=NC=2C(=NC=3C(=C(C(=C(C3N2)C)C)C)C)C(N1)=O (ethyl-6,7,8,9-tetramethyl-pyrimido[5,6-b]quinoxaline-4(3H)-one-2-carboxylate). Yields the product C(C)OC(=O)C1=NC=2C(=NC=3C=C4C(=CC3N2)OCO4)C(N1)=O (ethyl-7,8-methylenedioxy-pyrimido[5,6-b]quinoxaline-4(3H)-one-2-carboxylate). As a reaction SMILES: N1C2C(=NC3C=CC=CC=3N=2)C(=O)NC=1[C:16]([OH:18])=[O:17].[CH2:19]([O:21][C:22]([C:24]1[NH:41][C:40](=[O:42])[C:27]2=[N:28][C:29]3[C:30](C)=[C:31](C)[C:32](C)=[C:33](C)[C:34]=3[N:35]=[C:26]2[N:25]=1)=[O:23])[CH3:20]>>[CH2:19]([O:21][C:22]([C:24]1[NH:41][C:40](=[O:42])[C:27]2=[N:28][C:29]3[CH:30]=[C:31]4[O:18][CH2:16][O:17][C:32]4=[CH:33][C:34]=3[N:35]=[C:26]2[N:25]=1)=[O:23])[CH3:20]. Reported procedure: pyrimido[5,6-b]quinoxaline-4(3H)-one-2-carboxylic acid, and ethyl-6,7,8,9-tetramethyl-pyrimido[5,6-b]quinoxaline-4(3H)-one-2-carboxylate. The reactants are C(#N)CC(=O)O (Cyanoacetic acid), P(Cl)(Cl)(Cl)(Cl)Cl (phosphorus pentachloride), CC=1C=C(N)C=CC1[N+](=O)[O-] (3-Methyl-4-nitroaniline). Solvent: ClCCl (dichloromethane). Product: C(#N)CC(=O)NC1=CC(=C(C=C1)[N+](=O)[O-])C (2-Cyano-N-(3-methyl-4-nitrophenyl)acetamide). Isolated yield 60.3%. RXN SMILES: [C:1]([CH2:3][C:4]([OH:6])=O)#[N:2].P(Cl)(Cl)(Cl)(Cl)Cl.[CH3:13][C:14]1[CH:15]=[C:16]([CH:18]=[CH:19][C:20]=1[N+:21]([O-:23])=[O:22])[NH2:17]>ClCCl>[C:1]([CH2:3][C:4]([NH:17][C:16]1[CH:18]=[CH:19][C:20]([N+:21]([O-:23])=[O:22])=[C:14]([CH3:13])[CH:15]=1)=[O:6])#[N:2]. Procedure: Cyanoacetic acid (1.5 g; 17.6 mmol) and phosphorus pentachloride (4.1 g; 19.4 mmol) are heated under reflux in dichloromethane (40 ml) for 1 hour. 3-Methyl-4-nitroaniline (1.6 g; 10.6 mmol) is added and the mixture is heated for a further hour under reflux conditions. After cooling, the solid is filtered and stirred with water for a further hour, the mixture is filtered and the filtrate is brought to dryness under reduced pressure. 2-Cyano-N-(3-methyl-4-nitrophenyl)acetamide (1.4 g; 64%) is thus... Reactants: BrC1=NC(=CC=C1)C1CC(=NN1C1=C(C=CC=C1)Cl)C(C(F)(F)F)(F)F (5-(2-Bromo-pyridin-6-yl)-1-(2-chloro-phenyl)-3-pentafluoroethyl-4,5-dihydro-1H-pyrazole), C(C)(=O)C1=C(C=CC=C1)B(O)O (2-acetylphenylboronic acid), C([O-])([O-])=O.[Na+].[Na+] (sodium carbonate), C(C)O (ethanol). The reagents and catalysts are C=1C=CC(=CC1)[P](C=2C=CC=CC2)(C=3C=CC=CC3)[Pd]([P](C=4C=CC=CC4)(C=5C=CC=CC5)C=6C=CC=CC6)([P](C=7C=CC=CC7)(C=8C=CC=CC8)C=9C=CC=CC9)[P](C=1C=CC=CC1)(C=1C=CC=CC1)C=1C=CC=CC1 (Pd(PPh3)4). Run in C1(=CC=CC=C1)C (toluene). Run at temperature 80 celsius, time 1 hour. Yields the product C(C)(=O)C1=C(C=CC=C1)C1=NC(=CC=C1)C1CC(=NN1C1=C(C=CC=C1)Cl)C(C(F)(F)F)(F)F (5-[2-(2-acetyl-phenyl)-pyridin-6-yl]-1-(2-chloro-phenyl)-3-pentafluoroethyl-4,5-dihydro-1H-pyrazole). Yield: 40.5%. RXN SMILES: Br[C:2]1[CH:7]=[CH:6][CH:5]=[C:4]([CH:8]2[N:12]([C:13]3[CH:18]=[CH:17][CH:16]=[CH:15][C:14]=3[Cl:19])[N:11]=[C:10]([C:20]([F:26])([F:25])[C:21]([F:24])([F:23])[F:22])[CH2:9]2)[N:3]=1.[C:27]([C:30]1[CH:35]=[CH:34][CH:33]=[CH:32][C:31]=1B(O)O)(=[O:29])[CH3:28].C(=O)([O-])[O-].[Na+].[Na+].C(O)C>C1C=CC([P]([Pd]([P](C2C=CC=CC=2)(C2C=CC=CC=2)C2C=CC=CC=2)([P](C2C=CC=CC=2)(C2C=CC=CC=2)C2C=CC=CC=2)[P](C2C=CC=CC=2)(C2C=CC=CC=2)C2C=CC=CC=2)(C2C=CC=CC=2)C2C=CC=CC=2)=CC=1.C1(C)C=CC=CC=1>[C:27]([C:30]1[CH:35]=[CH:34][CH:33]=[CH:32][C:31]=1[C:2]1[CH:7]=[CH:6][CH:5]=[C:4]([CH:8]2[N:12]([C:13]3[CH:18]=[CH:17][CH:16]=[CH:15][C:14]=3[Cl:19])[N:11]=[C:10]([C:20]([F:26])([F:25])[C:21]([F:24])([F:23])[F:22])[CH2:9]2)[N:3]=1)(=[O:29])[CH3:28] |f:2.3.4,^1:51,53,72,91|. Procedure details: 5-(2-Bromo-pyridin-6-yl)-1-(2-chloro-phenyl)-3-pentafluoroethyl-4,5-dihydro-1H-pyrazole (20.0 mg, 0.04 mmol) prepared in Step 4 of Preparation 9, 2-acetylphenylboronic acid (11.0 mg, 0.07 mmol), Pd(PPh3)4 (2.0 mg, cat.) and a 2N sodium carbonate solution (210.0 uL) were added to a mixed solvent of ethanol (210.0 uL) and toluene (310.0 uL). The reaction mixture was stirred at 80° C. for 1 hour and then filtered through celite pad. A saturated solution of ammonium chloride was added to the filtrat... The reactants are solution, C(C)(C)(C)N=NC(C)(CC(C)C)OO (2-t-butylazo-2-hydroperoxy-4-methylpentane), t-butylhydrazone, CC(=O)CC(C)(C)OC (pentoxone), O=O (oxygen), ice water. Run in mineral spirits. Conditions: temperature 0 celsius, time 1 hour. Product: C(C)(C)(C)N=NC(C)(CC(C)(C)OC)OO (2-t-Butylazo-2-hydroperoxy-4-methoxy-4-methylpentane). As a reaction SMILES: C[C:2](CC(OC)(C)C)=[O:3].O=O.[C:12]([N:16]=[N:17][C:18]([O:24][OH:25])([CH2:20][CH:21]([CH3:23])[CH3:22])[CH3:19])([CH3:15])([CH3:14])[CH3:13]>>[C:12]([N:16]=[N:17][C:18]([O:24][OH:25])([CH2:20][C:21]([O:3][CH3:2])([CH3:22])[CH3:23])[CH3:19])([CH3:13])([CH3:15])[CH3:14]. Procedure: A solution of 60 grams of the t-butylhydrazone of pentoxone (4-methoxy-4-methyl-pentanone-2) in 60 grams of odorless mineral spirits was oxidized by passing oxygen through the solution as in Example II. The oxidation was initiated at 30° C by adding 2 drops of a 50% solution of 2-t-butylazo-2-hydroperoxy-4-methylpentane. The oxidation was 1/2 complete after 50 minutes at 30° C. The temperature was lowered to 20° C. and an additional 1 hour was required before the oxidation was complete. It was t...